From a dataset of the Open Reaction Database (ORD), a public repository of structured organic reaction records. describe an organic reaction: reactants, conditions, products, and yield Reactants: Cl.NCC(=O)N1CCN(CC1)C(C1=C(C=CC=C1)C(F)(F)F)=O (2-amino-1-[4-(2-trifluoromethyl-benzoyl)-piperazin-1-yl]-ethanone hydrochloride salt), CCN(C(C)C)C(C)C (DIPEA), C1=C(C=CC=2C3=CC=CC=C3CC12)C(=O)O (9H-fluorene-2-carboxylic acid), C=1C=CC2=C(C1)N=NN2O (HOBT), CCN=C=NCCCN(C)C (EDCI). Run in O (water), CN(C)C=O (DMF). Run at time 8 hour. Product: O=C(CNC(=O)C1=CC=2CC3=CC=CC=C3C2C=C1)N1CCN(CC1)C(C1=C(C=CC=C1)C(F)(F)F)=O (9H-fluorene-2-carboxylic acid {2-oxo-2-[4-(2-trifluoromethyl-benzoyl)-piperazin-1-yl]-ethyl}-amide). Isolated yield 44.0%. Reaction SMILES: CCN(C(C)C)C(C)C.[CH:10]1[C:22]2[CH2:21][C:20]3[C:15](=[CH:16][CH:17]=[CH:18][CH:19]=3)[C:14]=2[CH:13]=[CH:12][C:11]=1[C:23]([OH:25])=O.C1C=CC2N(O)N=NC=2C=1.CCN=C=NCCCN(C)C.Cl.[NH2:48][CH2:49][C:50]([N:52]1[CH2:57][CH2:56][N:55]([C:58](=[O:69])[C:59]2[CH:64]=[CH:63][CH:62]=[CH:61][C:60]=2[C:65]([F:68])([F:67])[F:66])[CH2:54][CH2:53]1)=[O:51]>CN(C=O)C.O>[O:51]=[C:50]([N:52]1[CH2:53][CH2:54][N:55]([C:58](=[O:69])[C:59]2[CH:64]=[CH:63][CH:62]=[CH:61][C:60]=2[C:65]([F:68])([F:67])[F:66])[CH2:56][CH2:57]1)[CH2:49][NH:48][C:23]([C:11]1[CH:12]=[CH:13][C:14]2[C:15]3[C:20](=[CH:19][CH:18]=[CH:17][CH:16]=3)[CH2:21][C:22]=2[CH:10]=1)=[O:25] |f:4.5|. Procedure: DIPEA (184 mg, 0.24 mL, 1.42 mmol) was added to a stirred solution of 9H-fluorene-2-carboxylic acid (100 mg, 0.47 mmol) in DMF (2 mL). HOBT (64 mg, 0.47 mmol) and EDCI (109 mg, 0.57 mmol) were then added at room temperature. After 2 minutes 2-amino-1-[4-(2-trifluoromethyl-benzoyl)-piperazin-1-yl]-ethanone hydrochloride salt (167 mg, 0.47 mmol) was added and the resulting mixture was stirred at room temperature overnight. Cold water was then added, filtered the solid precipitated. The solid obtai... Reactants: OC=1C2=C(N=NN1)C1=C(S2)N=C(C=C1)C (4-hydroxy-7-methylpyrido[3',2':4,5]thieno[3,2-d]-1,2,3-triazine), CI (methyl iodide), C(=O)([O-])[O-].[K+].[K+] (K2CO3), CN(C)C=O (DMF). The solvent is O (water). Reaction conditions: time 3 hour. Yields the product CN1N=NC2=C(C1=O)SC1=C2C=CC(=N1)C (3,7-Dimethylpyrido[3',2':4,5]thieno[3,2-d]-1,2,3-triazine-4-one). As a reaction SMILES: [OH:1][C:2]1[C:3]2[S:10][C:9]3[N:11]=[C:12]([CH3:15])[CH:13]=[CH:14][C:8]=3[C:4]=2[N:5]=[N:6][N:7]=1.[C:16]([O-])([O-])=O.[K+].[K+].CN(C=O)C.CI>O>[CH3:16][N:7]1[C:2](=[O:1])[C:3]2[S:10][C:9]3[N:11]=[C:12]([CH3:15])[CH:13]=[CH:14][C:8]=3[C:4]=2[N:5]=[N:6]1 |f:1.2.3|. Reported procedure: To a mixture of 6 g. (0.028 M) of 4-hydroxy-7-methylpyrido[3',2':4,5]thieno[3,2-d]-1,2,3-triazine, 12 g. of K2CO3 in 150 ml. DMF at 75° C. was added 6 ml. methyl iodide and stirring at this temperature was continued for 3 hours. The mixture was then diluted with water and the precipitated product was collected by filtration. Crystallization with chloroform gave m.p. 169°-171° C. The reactants are CC1(C(F)(F)F)CC(O)c2cc(Br)ccc2O1, C1CCC2=NCCCN2CC1, O, [N-]=[N+]=NP(=O)(c1ccccc1)c1ccccc1. Product: CC1(C(F)(F)F)CC(N=[N+]=[N-])c2cc(Br)ccc2O1. Reaction SMILES: [Br:1][c:2]1[cH:3][c:4]2[c:9]([cH:10][cH:11]1)[O:8][C:7]([C:12]([F:13])([F:14])[F:15])([CH3:16])[CH2:6][CH:5]2[OH:17].[N:35]12[CH2:36][CH2:37][CH2:38][N:39]=[C:40]1[CH2:41][CH2:42][CH2:43][CH2:44][CH2:45]2.[OH2:46].[c:18]1([P:19]([c:20]2[cH:21][cH:22][cH:23][cH:24][cH:25]2)(=[O:26])[N:32]=[N+:33]=[N-:34])[cH:27][cH:28][cH:29][cH:30][cH:31]1>>[Br:1][c:2]1[cH:3][c:4]2[c:9]([cH:10][cH:11]1)[O:8][C:7]([C:12]([F:13])([F:14])[F:15])([CH3:16])[CH2:6][CH:5]2[N:32]=[N+:33]=[N-:34]. Reactants: [BH4-].[Na+] (NaBH4), CN(C1(CCC(CC1)=CC#N)C1=CC=CC=C1)C ((4-Dimethylamino-4-phenylcyclohexylidene)acetonitrile), ice water. Reagents/catalysts: O.O.O.O.O.O.[Ni](Cl)Cl (Nickel(II) chloride hexahydrate). Solvent: CO (methanol). Conditions: time 1 hour. The product is NCCC1CCC(CC1)(C1=CC=CC=C1)N(C)C ([4-(2-Aminoethyl)-1-phenylcyclohexyl]dimethylamine). As a reaction SMILES: [CH3:1][N:2]([CH3:18])[C:3]1([C:12]2[CH:17]=[CH:16][CH:15]=[CH:14][CH:13]=2)[CH2:8][CH2:7][C:6](=[CH:9][C:10]#[N:11])[CH2:5][CH2:4]1.[BH4-].[Na+]>CO.O.O.O.O.O.O.[Ni](Cl)Cl>[NH2:11][CH2:10][CH2:9][CH:6]1[CH2:5][CH2:4][C:3]([N:2]([CH3:1])[CH3:18])([C:12]2[CH:17]=[CH:16][CH:15]=[CH:14][CH:13]=2)[CH2:8][CH2:7]1 |f:1.2,4.5.6.7.8.9.10|. Procedure details: (4-Dimethylamino-4-phenylcyclohexylidene)acetonitrile (1.16 g, 4.8 mmole) was dissolved in methanol (30 ml). Nickel(II) chloride hexahydrate (2.28 g, 9.6 mmole) was added to this solution. NaBH4 (1.82 mg, 48 mmole) was then added in portions with stirring and ice water cooling. Once addition was complete, stirring was continued at RT for 1 h. The resultant black nickel boride was removed by suction filtration after addition of 2M hydrochloric acid (15 ml) and washed with 2M hydrochloric acid (3×... Starting materials: C(C1=CC=CC=C1)N(S(=O)(=O)C1=CC=CC=C1)C1=CC(=CC=C1)Br (N-benzyl-N-(3-bromo-phenyl)-benzene sulfonamide), C1(=CC=CC=C1)N1CCNCC1 (1-phenyl-piperazine), CC(C)([O-])C.[Na+] (sodium tert-butoxide). Reagents/catalysts: C(C)(=O)[O-].[Pd+2].C(C)(=O)[O-] (palladium acetate), C1(CCCCC1)P(C1=C(C=CC=C1)C1=C(C=C(C=C1C(C)C)C(C)C)C(C)C)C1CCCCC1 (2-dicyclohexylphosphino-2′,4′,6′-triisopropylbiphenyl). Solvent: O1CCOCC1 (dioxane). The product is C(C1=CC=CC=C1)N(S(=O)(=O)C1=CC=CC=C1)C1=CC(=CC=C1)N1CCN(CC1)C1=CC=CC=C1 (N-Benzyl-N-[3-(4-phenyl-piperazin-1-yl)-phenyl]-benzenesulfonamide). Isolated yield 79.3%. As a reaction SMILES: [CH2:1]([N:8]([C:18]1[CH:23]=[CH:22][CH:21]=[C:20](Br)[CH:19]=1)[S:9]([C:12]1[CH:17]=[CH:16][CH:15]=[CH:14][CH:13]=1)(=[O:11])=[O:10])[C:2]1[CH:7]=[CH:6][CH:5]=[CH:4][CH:3]=1.[C:25]1([N:31]2[CH2:36][CH2:35][NH:34][CH2:33][CH2:32]2)[CH:30]=[CH:29][CH:28]=[CH:27][CH:26]=1.CC(C)([O-])C.[Na+]>O1CCOCC1.C([O-])(=O)C.[Pd+2].C([O-])(=O)C.C1(P(C2CCCCC2)C2C=CC=CC=2C2C(C(C)C)=CC(C(C)C)=CC=2C(C)C)CCCCC1>[CH2:1]([N:8]([C:18]1[CH:23]=[CH:22][CH:21]=[C:20]([N:34]2[CH2:35][CH2:36][N:31]([C:25]3[CH:30]=[CH:29][CH:28]=[CH:27][CH:26]=3)[CH2:32][CH2:33]2)[CH:19]=1)[S:9]([C:12]1[CH:17]=[CH:16][CH:15]=[CH:14][CH:13]=1)(=[O:11])=[O:10])[C:2]1[CH:7]=[CH:6][CH:5]=[CH:4][CH:3]=1 |f:2.3,5.6.7|. Procedure: A solution of N-benzyl-N-(3-bromo-phenyl)-benzene sulfonamide (25 mg, 0.06 mmol), 1-phenyl-piperazine (0.011 ml, 0.074 mmol), palladium acetate (1 mg), 2-dicyclohexylphosphino-2′,4′,6′-triisopropylbiphenyl (2 mg) and sodium tert-butoxide (21 mg, 0.22 mmol) in dioxane (4 ml) were refluxed overnight. The reaction was quenched with water (5 ml) and extracted with dichloromethane (3×6 ml). The organic extracts were combined, filtered then concentrated in vacuo and the residues purified by preparativ...